The task is: describe an organic reaction: reactants, conditions, products, and yield. This data is from the Open Reaction Database (ORD), a public repository of structured organic reaction records. The reactants are CO, [H][H], [N-]=[N+]=NCCCn1cnc2c(N)ncnc21. Yields the product NCCCn1cnc2c(N)ncnc21. As a reaction SMILES: [CH3:19][OH:20].[H:17][H:18].[N:1](=[N+:2]=[N-:3])[CH2:4][CH2:5][CH2:6][n:7]1[c:8]2[n:9][cH:10][n:11][c:12]([NH2:16])[c:13]2[n:14][cH:15]1>>[NH2:1][CH2:4][CH2:5][CH2:6][n:7]1[c:8]2[n:9][cH:10][n:11][c:12]([NH2:16])[c:13]2[n:14][cH:15]1. Starting materials: F[B-](F)(F)F, CC(C)(C)OC(=O)N1CCC(C(=O)O)CC1, COC(=O)c1ccc(-c2ccnc(CN)c2)cc1, CCN(C(C)C)C(C)C, ClCCl, O=C(O)C(F)(F)F, CN(C)C(On1nnc2ccccc21)=[N+](C)C. The product is COC(=O)c1ccc(-c2ccnc(CNC(=O)C3CCN(C(=O)OC(C)(C)C)CC3)c2)cc1. RXN SMILES: [B-:26]([F:27])([F:28])([F:29])[F:30].[C:1]([CH3:2])([CH3:3])([CH3:4])[O:5][C:6](=[O:7])[N:8]1[CH2:9][CH2:10][CH:11]([C:14](=[O:15])[OH:16])[CH2:12][CH2:13]1.[CH3:55][O:56][C:57]([c:58]1[cH:59][cH:60][c:61](-[c:64]2[cH:65][c:66]([CH2:70][NH2:71])[n:67][cH:68][cH:69]2)[cH:62][cH:63]1)=[O:72].[CH:17]([N:18]([CH:19]([CH3:20])[CH3:21])[CH2:22][CH3:23])([CH3:24])[CH3:25].[Cl:73][CH2:74][Cl:75].[F:48][C:49]([F:50])([F:51])[C:52]([OH:53])=[O:54].[n:31]1([O:32][C:33]([N:34]([CH3:35])[CH3:36])=[N+:37]([CH3:38])[CH3:39])[c:40]2[cH:41][cH:42][cH:43][cH:44][c:45]2[n:46][n:47]1>>[C:1]([CH3:2])([CH3:3])([CH3:4])[O:5][C:6](=[O:7])[N:8]1[CH2:9][CH2:10][CH:11]([C:14](=[O:16])[NH:71][CH2:70][c:66]2[cH:65][c:64](-[c:61]3[cH:60][cH:59][c:58]([C:57]([O:56][CH3:55])=[O:72])[cH:63][cH:62]3)[cH:69][cH:68][n:67]2)[CH2:12][CH2:13]1. Reactants: CCN=C=NCCCN(C)C, CN(C)c1ccncc1, ClCCl, Cl, CC(C)(C)OC(=O)N1CCC(CO)CC1, O=C(O)C1CCC2CN1C(=O)N2OCc1ccccc1. The product is CC(C)(C)OC(=O)N1CCC(COC(=O)C2CCC3CN2C(=O)N3OCc2ccccc2)CC1. Reaction SMILES: [CH3:2][N:3]([CH3:4])[CH2:5][CH2:6][CH2:7][N:8]=[C:9]=[N:10][CH2:11][CH3:12].[CH3:48][N:49]([CH3:50])[c:51]1[cH:52][cH:53][n:54][cH:55][cH:56]1.[Cl:57][CH2:58][Cl:59].[ClH:1].[OH:33][CH2:34][CH:35]1[CH2:36][CH2:37][N:38]([C:41](=[O:42])[O:43][C:44]([CH3:45])([CH3:46])[CH3:47])[CH2:39][CH2:40]1.[c:13]1([CH2:19][O:20][N:21]2[CH:22]3[CH2:23][CH2:24][CH:25]([C:30](=[O:31])[OH:32])[N:26]([C:27]2=[O:28])[CH2:29]3)[cH:14][cH:15][cH:16][cH:17][cH:18]1>>[c:13]1([CH2:19][O:20][N:21]2[CH:22]3[CH2:23][CH2:24][CH:25]([C:30]([O:31][CH2:34][CH:35]4[CH2:36][CH2:37][N:38]([C:41](=[O:42])[O:43][C:44]([CH3:45])([CH3:46])[CH3:47])[CH2:39][CH2:40]4)=[O:32])[N:26]([C:27]2=[O:28])[CH2:29]3)[cH:14][cH:15][cH:16][cH:17][cH:18]1. The reactants are FC(C=1C=C(C#N)C=CC1OC(C(F)(F)F)C)F (3-(difluoromethyl)-4-(2,2,2-trifluoro-1-methylethoxy)benzonitrile), S(O)(O)(=O)=O (sulfuric acid), O (water), [OH-].[Na+] (NaOH). Yields the product C(=O)C=1C=C(C(=O)O)C=CC1OC(C(F)(F)F)C (3-formyl-4-(2,2,2-trifluoro-1-methylethoxy)benzoic acid). RXN SMILES: F[CH:2](F)[C:3]1[CH:4]=[C:5]([CH:8]=[CH:9][C:10]=1[O:11][CH:12]([CH3:17])[C:13]([F:16])([F:15])[F:14])[C:6]#N.S(=O)(=O)(O)[OH:20].[OH-:24].[Na+].[OH2:26]>>[CH:2]([C:3]1[CH:4]=[C:5]([CH:8]=[CH:9][C:10]=1[O:11][CH:12]([CH3:17])[C:13]([F:16])([F:15])[F:14])[C:6]([OH:20])=[O:26])=[O:24] |f:2.3|. Procedure details: To 3-(difluoromethyl)-4-(2,2,2-trifluoro-1-methylethoxy)benzonitrile (234 mg) were added water (2 ml) and sulfuric acid (2 ml), followed by reflux for 24 hours. After cooling to room temperature, the reaction solution was alkalified with a 5M aqueous NaOH solution, and extracted with diethyl ether (30 ml). The aqueous layer was acidified by 1M HCl, and extracted with EtOAc. The organic layer was dried over anhydrous MgSO4, and then filtered, and the filtrate was concentrated under reduced pressu... The reactants are N(=O)[O-].[Na+] (sodium nitrite), C(C1=CC=CC=C1)OC1=CC=C2C=CC=C(C2=C1)N (7-benzyloxy-naphthalen-1-ylamine), [I-].[K+] (potassium iodide). Run in O (water), Cl (hydrogen chloride), O (water), O1CCCC1 (tetrahydrofuran), O (water). Reaction conditions: time 3 hour. Yields the product C(C1=CC=CC=C1)OC1=CC=C2C=CC=C(C2=C1)I (7-benzyloxy-1-iodo-naphthalene). Isolated yield 62.0%. As a reaction SMILES: [CH2:1]([O:8][C:9]1[CH:18]=[C:17]2[C:12]([CH:13]=[CH:14][CH:15]=[C:16]2N)=[CH:11][CH:10]=1)[C:2]1[CH:7]=[CH:6][CH:5]=[CH:4][CH:3]=1.N([O-])=O.[Na+].[I-:24].[K+]>Cl.O.O1CCCC1>[CH2:1]([O:8][C:9]1[CH:18]=[C:17]2[C:12]([CH:13]=[CH:14][CH:15]=[C:16]2[I:24])=[CH:11][CH:10]=1)[C:2]1[CH:7]=[CH:6][CH:5]=[CH:4][CH:3]=1 |f:1.2,3.4|. Procedure details: A solution of 7-benzyloxy-naphthalen-1-ylamine (6.98 g, 28.02 mmol) in concentrated hydrogen chloride (30 mL), water (30 mL) and tetrahydrofuran (30 mL) is cooled with an ice-salt (sodium chloride) bath. A solution of sodium nitrite (2.32 g, 33.6 mmol) in water (20 mL) is then added in a dropwise manner over a 15-minute period of time and the reaction temperature is kept under 5° C. The mixture is stirred for another 30 minutes before potassium iodide (9.3 g, 56.04 mmol) in water (30 mL) is adde...